Dataset: the Open Reaction Database (ORD), a public repository of structured organic reaction records. Task: describe an organic reaction: reactants, conditions, products, and yield Starting materials: C=CCc1ccc2c(-c3ccccc3)cc(C#N)nc2c1, CSC, CCOC(C)=O, O=[O+][O-]. Product: N#Cc1cc(-c2ccccc2)c2ccc(CC=O)cc2n1. Reaction SMILES: [CH2:4]([CH:5]=[CH2:6])[c:7]1[cH:8][cH:9][c:10]2[c:11](-[c:19]3[cH:20][cH:21][cH:22][cH:23][cH:24]3)[cH:12][c:13]([C:17]#[N:18])[n:14][c:15]2[cH:16]1.[CH3:25][S:26][CH3:27].[CH3:28][CH2:29][O:30][C:31](=[O:32])[CH3:33].[O-:1][O+:2]=[O:3]>>[O:1]=[CH:5][CH2:4][c:7]1[cH:8][cH:9][c:10]2[c:11](-[c:19]3[cH:20][cH:21][cH:22][cH:23][cH:24]3)[cH:12][c:13]([C:17]#[N:18])[n:14][c:15]2[cH:16]1. Reaction SMILES: [Cl:1][c:2]1[c:3]([CH2:4][N:5]2[c:6]3[c:7]([n:11][cH:12][c:13]([I:15])[cH:14]3)[NH:8][CH2:9][CH2:10]2)[cH:16][c:17]([Cl:20])[cH:18][cH:19]1.[Cu:21][C:22]#[N:23]>>[Cl:1][c:2]1[c:3]([CH2:4][N:5]2[c:6]3[c:7]([n:11][cH:12][c:13]([C:22]#[N:23])[cH:14]3)[NH:8][CH2:9][CH2:10]2)[cH:16][c:17]([Cl:20])[cH:18][cH:19]1. The product is N#Cc1cnc2c(c1)N(Cc1cc(Cl)ccc1Cl)CCN2. The reactants are Clc1ccc(Cl)c(CN2CCNc3ncc(I)cc32)c1, N#C[Cu]. The reactants are COC(C1=CC(=CC=C1)C=CC1=C(C=C(C=C1)O)C)=O (3-(2-(4-hydroxy-2-methyl-phenyl)-vinyl)-benzoic acid methyl ester), ClC1=C(C(=CC=C1)Cl)N1N=NC(=C1CO)C(C)C ((3-(2,6-dichloro-phenyl)-5-isopropyl-3H-(1,2,3)triazol-4-yl)-methanol), C1(=CC=CC=C1)P(C1=CC=CC=C1)C1=CC=CC=C1 (triphenylphosphine), N(=NC(=O)OCC)C(=O)OCC (diethyl azodicarboxylate). Run in C1CCOC1 (THF). Conditions: time 8 hour. Product: COC(C1=CC(=CC=C1)C=CC1=C(C=C(C=C1)OCC=1N(N=NC1C(C)C)C1=C(C=CC=C1Cl)Cl)C)=O (3-(2-(4-(3-(2,6-Dichloro-phenyl)-5-isopropyl-3-H-(1,2,3)triazol-4ylmethyoxy)-2-methyl-phenyl)-vinyl)-benzoic acid methyl ester). Yield: 21.2%. As a reaction SMILES: [CH3:1][O:2][C:3](=[O:20])[C:4]1[CH:9]=[CH:8][CH:7]=[C:6]([CH:10]=[CH:11][C:12]2[CH:17]=[CH:16][C:15]([OH:18])=[CH:14][C:13]=2[CH3:19])[CH:5]=1.[Cl:21][C:22]1[CH:27]=[CH:26][CH:25]=[C:24]([Cl:28])[C:23]=1[N:29]1[C:33]([CH2:34]O)=[C:32]([CH:36]([CH3:38])[CH3:37])[N:31]=[N:30]1.C1(P(C2C=CC=CC=2)C2C=CC=CC=2)C=CC=CC=1.N(C(OCC)=O)=NC(OCC)=O>C1COCC1>[CH3:1][O:2][C:3](=[O:20])[C:4]1[CH:9]=[CH:8][CH:7]=[C:6]([CH:10]=[CH:11][C:12]2[CH:17]=[CH:16][C:15]([O:18][CH2:34][C:33]3[N:29]([C:23]4[C:22]([Cl:21])=[CH:27][CH:26]=[CH:25][C:24]=4[Cl:28])[N:30]=[N:31][C:32]=3[CH:36]([CH3:38])[CH3:37])=[CH:14][C:13]=2[CH3:19])[CH:5]=1. Procedure details: To a solution of 3-(2-(4-hydroxy-2-methyl-phenyl)-vinyl)-benzoic acid methyl ester (0.09 4 g, 0.351 mmol) and (3-(2,6-dichloro-phenyl)-5-isopropyl-3H-(1,2,3)triazol-4-yl)-methanol (0.100 g, 0.351 mmol) in THF (3 mL) are added triphenylphosphine (0.184 g, 0.702 mmol) and diethyl azodicarboxylate (0.120 g, 0.720 mmol). The reaction is stirred overnight. The reaction is partitioned between ether and water. The organic layer is washed with brine and dried over sodium sulfate. The organic layers are ... Reactants: NC(C(=O)OCC)C(=O)OCC (Diethyl 2-aminomalonate), ICC(=O)O (iodoacetic acid). Yields the product ICC(=O)NC(C(=O)OCC)C(=O)OCC (diethyl 2-[(iodoacetyl)amino]malonate). RXN SMILES: [NH2:1][CH:2]([C:8]([O:10][CH2:11][CH3:12])=[O:9])[C:3]([O:5][CH2:6][CH3:7])=[O:4].[I:13][CH2:14][C:15](O)=[O:16]>>[I:13][CH2:14][C:15]([NH:1][CH:2]([C:3]([O:5][CH2:6][CH3:7])=[O:4])[C:8]([O:10][CH2:11][CH3:12])=[O:9])=[O:16]. Reported procedure: Diethyl 2-aminomalonate and iodoacetic acid are treated in the same manner as described in Reference Example 1 to give diethyl 2-[(iodoacetyl)amino]malonate, m.p. 96°-98° C. The reactants are O=C1c2ccccc2C(=O)N1CCBr, N#Cc1cc(-c2ccc(Cl)cc2)c(-c2ccc(Cl)cc2Cl)[nH]c1=O, [K+], [K+], O=C([O-])[O-], CN(C)C=O. Yields the product N#Cc1cc(-c2ccc(Cl)cc2)c(-c2ccc(Cl)cc2Cl)nc1OCCN1C(=O)c2ccccc2C1=O. As a reaction SMILES: [Br:25][CH2:26][CH2:27][N:28]1[C:29](=[O:38])[c:30]2[c:31]([cH:34][cH:35][cH:36][cH:37]2)[C:32]1=[O:33].[Cl:1][c:2]1[c:3](-[c:9]2[c:10](-[c:18]3[cH:19][cH:20][c:21]([Cl:24])[cH:22][cH:23]3)[cH:11][c:12]([C:16]#[N:17])[c:13](=[O:15])[nH:14]2)[cH:4][cH:5][c:6]([Cl:8])[cH:7]1.[K+:39].[K+:40].[O-:41][C:42]([O-:43])=[O:44].[O:45]=[CH:46][N:47]([CH3:48])[CH3:49]>>[Cl:1][c:2]1[c:3](-[c:9]2[c:10](-[c:18]3[cH:19][cH:20][c:21]([Cl:24])[cH:22][cH:23]3)[cH:11][c:12]([C:16]#[N:17])[c:13]([O:15][CH2:26][CH2:27][N:28]3[C:29](=[O:38])[c:30]4[c:31]([cH:34][cH:35][cH:36][cH:37]4)[C:32]3=[O:33])[n:14]2)[cH:4][cH:5][c:6]([Cl:8])[cH:7]1. Reactants: [Si](C)(C)(C(C)(C)C)OS(=O)(=O)C(F)(F)F (Tert-butyldimethylsilyltrifluoromethane sulfonate), O[C@H]1[C@H]2N(C(C3=C(N1C(=O)OCC1=CC=C(C=C1)NC([C@H](C)NC([C@H](C(C)C)NC(=O)OCC=C)=O)=O)C=C(C(=C3)OC)O[Si](C(C)C)(C(C)C)C(C)C)=O)C=C(C2)\C=C\C ((11S,11aS)-4-((S)-2-((S)-2-(allyloxycarbonylamino)-3-methylbutanamido)propanamido)benzyl 11-hydroxy-7-methoxy-5-oxo-2-((E)-prop-1-enyl)-8-(triisopropylsilyloxy)-11,11a-dihydro-1H-benzo[e]pyrrolo[1,2-a][1,4]diazepine-10(5H)-carboxylate), N1=C(C=CC=C1C)C (2,6-lutidine). The solvent is C(Cl)Cl (DCM). Conditions: time 10 minute. The product is [Si](C)(C)(C(C)(C)C)O[C@H]1[C@H]2N(C(C3=C(N1C(=O)OCC1=CC=C(C=C1)NC([C@H](C)NC([C@H](C(C)C)NC(=O)OCC=C)=O)=O)C=C(C(=C3)OC)O[Si](C(C)C)(C(C)C)C(C)C)=O)C=C(C2)\C=C\C ((11S,11aS)-4-((S)-2-((S)-2-(allyloxycarbonylamino)-3-methylbutanamido)propanamido)benzyl 11-(tert-butyldimethylsilyloxy)-7-methoxy-5-oxo-2-((E)-prop-1-enyl)-8-(triisopropylsilyloxy)-11,11a-dihydro-1H-benzo[e]pyrrolo[1,2-a][1,4]diazepine-10(5H)-carboxylate). The yield is 56.5%. RXN SMILES: [Si:1]([O:8]S(C(F)(F)F)(=O)=O)([C:4]([CH3:7])([CH3:6])[CH3:5])([CH3:3])[CH3:2].O[C@@H:17]1[N:23]([C:24]([O:26][CH2:27][C:28]2[CH:33]=[CH:32][C:31]([NH:34][C:35](=[O:52])[C@@H:36]([NH:38][C:39](=[O:51])[C@@H:40]([NH:44][C:45]([O:47][CH2:48][CH:49]=[CH2:50])=[O:46])[CH:41]([CH3:43])[CH3:42])[CH3:37])=[CH:30][CH:29]=2)=[O:25])[C:22]2[CH:53]=[C:54]([O:59][Si:60]([CH:67]([CH3:69])[CH3:68])([CH:64]([CH3:66])[CH3:65])[CH:61]([CH3:63])[CH3:62])[C:55]([O:57][CH3:58])=[CH:56][C:21]=2[C:20](=[O:70])[N:19]2[CH:71]=[C:72](/[CH:74]=[CH:75]/[CH3:76])[CH2:73][C@@H:18]12.N1C(C)=CC=CC=1C>C(Cl)Cl>[Si:1]([O:8][C@@H:17]1[N:23]([C:24]([O:26][CH2:27][C:28]2[CH:29]=[CH:30][C:31]([NH:34][C:35](=[O:52])[C@@H:36]([NH:38][C:39](=[O:51])[C@@H:40]([NH:44][C:45]([O:47][CH2:48][CH:49]=[CH2:50])=[O:46])[CH:41]([CH3:42])[CH3:43])[CH3:37])=[CH:32][CH:33]=2)=[O:25])[C:22]2[CH:53]=[C:54]([O:59][Si:60]([CH:61]([CH3:63])[CH3:62])([CH:67]([CH3:69])[CH3:68])[CH:64]([CH3:65])[CH3:66])[C:55]([O:57][CH3:58])=[CH:56][C:21]=2[C:20](=[O:70])[N:19]2[CH:71]=[C:72](/[CH:74]=[CH:75]/[CH3:76])[CH2:73][C@@H:18]12)([C:4]([CH3:7])([CH3:6])[CH3:5])([CH3:3])[CH3:2]. Procedure details: Tert-butyldimethylsilyltrifluoromethane sulfonate (0.46 g, 1.74 mmol, 3.0 eq) was added to a solution of secondary alcohol 16 (0.5 g, 0.58 mmol, 1.0 eq) and 2,6-lutidine (0.25 g, 2.32 mmol, 4.0 eq) in dry DCM (10 mL) at 0° C. under an atmosphere of nitrogen. After 10 minutes, the reaction mixture was allowed to warm to room temperature and stirred for a further 120 mins. The organic phase was then washed successively with water (10 mL), saturated sodium bicarbonate (10 mL) and brine (5 mL), drie... Starting materials: COC([C@@H](NC([C@H](NC(=O)OCC1=CC=CC=C1)CC(C)C)=O)CC(C)C)=O (Nα -benzyloxycarbonyl-D-leucyl-L-leucine methyl ester), [H][H] (hydrogen), Cl (hydrogen chloride). The reagents and catalysts are [Pd] (palladium on carbon). Solvent: CO (methanol), CO (methanol). The product is Cl.COC([C@@H](NC([C@H](N)CC(C)C)=O)CC(C)C)=O (D-Leucyl-L-leucine methyl ester hydrochloride). RXN SMILES: [CH3:1][O:2][C:3](=[O:28])[C@H:4]([CH2:24][CH:25]([CH3:27])[CH3:26])[NH:5][C:6](=[O:23])[C@@H:7]([CH2:19][CH:20]([CH3:22])[CH3:21])[NH:8]C(OCC1C=CC=CC=1)=O.[ClH:29].[H][H]>CO.[Pd]>[ClH:29].[CH3:1][O:2][C:3](=[O:28])[C@H:4]([CH2:24][CH:25]([CH3:27])[CH3:26])[NH:5][C:6](=[O:23])[C@@H:7]([CH2:19][CH:20]([CH3:22])[CH3:21])[NH2:8] |f:5.6|. Procedure details: A solution of 1.95 g. of Nα -benzyloxycarbonyl-D-leucyl-L-leucine methyl ester in 50 ml. of absolute methanol containing 2.08 ml. of 2.38N hydrogen chloride in methanol is treated with 250 mg. of 10% palladium on carbon and is shaken in a hydrogen atmosphere until thin layer chromatography of solution samples indicate completion of the reaction. The catalyst is removed by filtration and the filtrate taken to dryness. The product is used without further purification. Product: CCCC(=O)Nc1n[nH]c2c(N)c(Br)ccc12. Reactants: CCCC(=O)Nc1n[nH]c2c([N+](=O)[O-])c(Br)ccc12, CCO, N, O, O, O, O, O, O, O, O, O=S(=O)(O)O. Reaction SMILES: [Br:13][c:14]1[cH:15][cH:16][c:17]2[c:18]([NH:26][C:27]([CH2:28][CH2:29][CH3:30])=[O:31])[n:19][nH:20][c:21]2[c:22]1[N+:23]([O-:24])=[O:25].[CH3:34][CH2:35][OH:36].[NH3:32].[OH2:1].[OH2:2].[OH2:33].[OH2:3].[OH2:4].[OH2:5].[OH2:6].[OH2:7].[S:8]([OH:9])([OH:10])(=[O:11])=[O:12]>>[Br:13][c:14]1[cH:15][cH:16][c:17]2[c:18]([NH:26][C:27]([CH2:28][CH2:29][CH3:30])=[O:31])[n:19][nH:20][c:21]2[c:22]1[NH2:23]. Reactants: NC=1C=C(CN)C=CC1 (3-aminobenzylamine), TEA, ClC(=O)OCC1=CC=CC=C1 (benzyl chloroformate). Solvent: C1CCOC1 (THF). Run at time 30 minute. Yields the product C(C1=CC=CC=C1)OC(NCC1=CC(=CC=C1)N)=O ((3-Amino-benzyl)-carbamic acid benzyl ester). Isolated yield 71.1%. As a reaction SMILES: [NH2:1][C:2]1[CH:3]=[C:4]([CH:7]=[CH:8][CH:9]=1)[CH2:5][NH2:6].Cl[C:11]([O:13][CH2:14][C:15]1[CH:20]=[CH:19][CH:18]=[CH:17][CH:16]=1)=[O:12]>C1COCC1>[CH2:14]([O:13][C:11](=[O:12])[NH:6][CH2:5][C:4]1[CH:7]=[CH:8][CH:9]=[C:2]([NH2:1])[CH:3]=1)[C:15]1[CH:20]=[CH:19][CH:18]=[CH:17][CH:16]=1. Procedure: To a solution of 3-aminobenzylamine (610 mg, 5 mmol) and TEA (1.01 g, 10 mmol) in 10 mL of THF at 0° C., was added benzyl chloroformate (936 mg, 5.5 mmol) dropwise. The mixture was stirred at rt for 30 min. The reaction was quenched with water and extracted with EtOAc (3×20 mL). The organic layer was washed with brine, dried (Na2SO4) and concentrated. Purification via flash chromatography (0 to 50% EtOAc in hexanes) gives 66A (911 mg, 71%). MS (ESI) m/z 257.3 (M+H)+. The reactants are CC(=O)C1C(=O)CC(c2ccc(F)cc2)CC1=O, CC(=O)[O-], O=C1CC(=O)CC(c2cccc(F)c2)C1, [Na+]. The product is CC(=O)C1C(=O)CC(c2cccc(F)c2)CC1=O. Reaction SMILES: [C:21]([CH:22]1[C:23](=[O:24])[CH2:25][CH:26]([c:27]2[cH:28][cH:29][c:30]([F:31])[cH:32][cH:33]2)[CH2:34][C:35]1=[O:36])(=[O:37])[CH3:38].[CH3:17][C:18]([O-:19])=[O:20].[F:1][c:2]1[cH:3][c:4]([CH:8]2[CH2:9][C:10](=[O:15])[CH2:11][C:12](=[O:14])[CH2:13]2)[cH:5][cH:6][cH:7]1.[Na+:16]>>[F:1][c:2]1[cH:3][c:4]([CH:8]2[CH2:9][C:10](=[O:15])[CH:11]([C:18]([CH3:17])=[O:19])[C:12](=[O:14])[CH2:13]2)[cH:5][cH:6][cH:7]1.